This data is from the Open Reaction Database (ORD), a public repository of structured organic reaction records. The task is: describe an organic reaction: reactants, conditions, products, and yield Starting materials: [Al+3], CCOC(=O)Nc1ccccc1N1CC2(CCN(C)CC2)c2ccccc21, CC(C)O, Cl, [H-], [H-], [H-], [H-], [Li+], [Na+], C1CCOC1, [OH-], O. Product: CNc1ccccc1N1CC2(CCN(C)CC2)c2ccccc21, Cl. Reaction SMILES: [Al+3:29].[CH2:1]([O:2][C:4](=[O:3])[NH:6][c:7]1[c:8]([N:13]2[CH2:14][C:15]3([c:16]4[cH:17][cH:18][cH:19][cH:20][c:21]42)[CH2:22][CH2:23][N:24]([CH3:27])[CH2:25][CH2:26]3)[cH:9][cH:10][cH:11][cH:12]1)[CH3:5].[CH:42]([OH:43])([CH3:44])[CH3:45].[ClH:36].[H-:28].[H-:31].[H-:32].[H-:33].[Li+:30].[Na+:35].[O:37]1[CH2:38][CH2:39][CH2:40][CH2:41]1.[OH-:34].[OH2:46]>>[CH3:4][NH:6][c:7]1[c:8]([N:13]2[CH2:14][C:15]3([c:16]4[cH:17][cH:18][cH:19][cH:20][c:21]42)[CH2:22][CH2:23][N:24]([CH3:27])[CH2:25][CH2:26]3)[cH:9][cH:10][cH:11][cH:12]1.[ClH:36]. The reactants are [O-]CC.[K+] (potassium ethoxide), C(C(=O)OCC)(=O)OCC (diethyl oxalate), ClC1=NC=CC(=C1[N+](=O)[O-])C (2-chloro-4-methyl-3-nitropyridine). The solvent is C(C)OCC (diethyl ether). Run at time 5 minute. The product is ClC1=NC=CC(=C1[N+](=O)[O-])\C=C(\C(=O)OCC)/[O-].[K+] (potassium (1Z)-1-(2-chloro-3-nitropyridin-4-yl)-3-ethoxy-3-oxoprop-1-en-2-olate). The yield is 81.6%. As a reaction SMILES: [O-]CC.[K+:4].[C:5]([O:12][CH2:13][CH3:14])(=[O:11])[C:6]([O:8]CC)=O.[Cl:15][C:16]1[C:21]([N+:22]([O-:24])=[O:23])=[C:20]([CH3:25])[CH:19]=[CH:18][N:17]=1>C(OCC)C>[Cl:15][C:16]1[C:21]([N+:22]([O-:24])=[O:23])=[C:20](/[CH:25]=[C:6](\[O-:8])/[C:5]([O:12][CH2:13][CH3:14])=[O:11])[CH:19]=[CH:18][N:17]=1.[K+:4] |f:0.1,5.6|. Procedure: To a heterogeneous solution of potassium ethoxide (6.56 g, 77.9 mmol) in diethyl ether (55 mL), was slowly added diethyl oxalate (10.6 mL, 77.9 mmol). A slight exotherm resulted. After stirring 5 min, a homogeneous yellow solution resulted, but after 10 min, a heterogeneous yellow slurry was observed. Addition of 2-chloro-4-methyl-3-nitropyridine (13.45 g, 77.9 mmol) as a solid, with a diethyl ether rinse (23 mL), resulted in a dark violet solution with a dark precipitate. The mixture was stirre... Starting materials: CCN(c1nc(C)cc(-c2ccccc2[N+](=O)[O-])n1)c1ccc(C(C)C)cc1Br, CO, CC(=O)O, [Fe]. Product: CCN(c1nc(C)cc(-c2ccccc2N)n1)c1ccc(C(C)C)cc1Br. RXN SMILES: [Br:1][c:2]1[c:3]([N:11]([c:12]2[n:13][c:14]([CH3:27])[cH:15][c:16](-[c:18]3[c:19]([N+:24]([O-:25])=[O:26])[cH:20][cH:21][cH:22][cH:23]3)[n:17]2)[CH2:28][CH3:29])[cH:4][cH:5][c:6]([CH:8]([CH3:9])[CH3:10])[cH:7]1.[CH3:30][OH:31].[CH3:33][C:34](=[O:35])[OH:36].[Fe:32]>>[Br:1][c:2]1[c:3]([N:11]([c:12]2[n:13][c:14]([CH3:27])[cH:15][c:16](-[c:18]3[c:19]([NH2:24])[cH:20][cH:21][cH:22][cH:23]3)[n:17]2)[CH2:28][CH3:29])[cH:4][cH:5][c:6]([CH:8]([CH3:9])[CH3:10])[cH:7]1. Starting materials: CCCCC/C=C/C(=O)CCC1=CC(=C(C=C1)O)OC ([6]-shogaol), [BH4-].[Na+] (NaBH4), CeCl3.7H2O. The solvent is CO (methanol). Run at temperature -78 celsius, time 10 minute. Yields the product OC1=C(C=C(C=C1)CCC(C=CCCCCC)O)OC (1-(4′-hydroxy-3′-methoxyphenyl)-4-decen-3-ol), oil. Yield: 100.0%. As a reaction SMILES: [CH3:1][CH2:2][CH2:3][CH2:4][CH2:5]/[CH:6]=[CH:7]/[C:8]([CH2:10][CH2:11][C:12]1[CH:17]=[CH:16][C:15]([OH:18])=[C:14]([O:19][CH3:20])[CH:13]=1)=[O:9].[BH4-].[Na+]>CO>[OH:18][C:15]1[CH:16]=[CH:17][C:12]([CH2:11][CH2:10][CH:8]([OH:9])[CH:7]=[CH:6][CH2:5][CH2:4][CH2:3][CH2:2][CH3:1])=[CH:13][C:14]=1[O:19][CH3:20] |f:1.2|. Procedure: A solution of [6]-shogaol (138 mg, 0.5 mmol) in methanol (10 mL) was cooled to −78° C., CeCl3.7H2O (745 mg, 2.0 mmol) was added and the mixture was stirred at −78° C. for 10 min. Then, NaBH4 (48 mg, 1.25 mmol) was added to the mixture and allowed to react at −78° C. for 30 min. The reaction was quenched by saturated aqueous NH4Cl solution (20 mL) and extracted with ethyl acetate (20 mL×3). The organic phases were separated, pooled, washed with water (10 mL×2) and brine (10 mL×1), dried over Na2S... Starting materials: C=CCCCC1CCC(C2CCC(C(=O)O)CC2)CC1, ClCCl, CN(C)c1ccncc1, C(=NC1CCCCC1)=NC1CCCCC1, Oc1ccc(F)cc1. Yields the product C=CCCCC1CCC(C2CCC(C(=O)Oc3ccc(F)cc3)CC2)CC1. Reaction SMILES: [CH2:1]([CH2:2][CH2:3][CH:4]=[CH2:5])[CH:6]1[CH2:7][CH2:8][CH:9]([CH:12]2[CH2:13][CH2:14][CH:15]([C:18](=[O:19])[OH:20])[CH2:16][CH2:17]2)[CH2:10][CH2:11]1.[CH2:44]([Cl:45])[Cl:46].[CH3:47][N:48]([CH3:49])[c:50]1[cH:51][cH:52][n:53][cH:54][cH:55]1.[CH:29]1([N:30]=[C:31]=[N:32][CH:33]2[CH2:34][CH2:35][CH2:36][CH2:37][CH2:38]2)[CH2:39][CH2:40][CH2:41][CH2:42][CH2:43]1.[F:21][c:22]1[cH:23][cH:24][c:25]([OH:28])[cH:26][cH:27]1>>[CH2:1]([CH2:2][CH2:3][CH:4]=[CH2:5])[CH:6]1[CH2:7][CH2:8][CH:9]([CH:12]2[CH2:13][CH2:14][CH:15]([C:18]([O:19][c:25]3[cH:24][cH:23][c:22]([F:21])[cH:27][cH:26]3)=[O:20])[CH2:16][CH2:17]2)[CH2:10][CH2:11]1.